Dataset: the Open Reaction Database (ORD), a public repository of structured organic reaction records. Task: describe an organic reaction: reactants, conditions, products, and yield Starting materials: C=CCC(NC(=O)c1ccc(OC)cc1)C(=O)OCC, C1CCOC1, CCO, [Na+], [OH-]. Yields the product C=CCC(NC(=O)c1ccc(OC)cc1)C(=O)O. As a reaction SMILES: [CH2:1]([CH3:2])[O:3][C:4]([CH:5]([CH2:6][CH:7]=[CH2:8])[NH:9][C:10]([c:11]1[cH:12][cH:13][c:14]([O:17][CH3:18])[cH:15][cH:16]1)=[O:19])=[O:20].[CH2:23]1[O:24][CH2:25][CH2:26][CH2:27]1.[CH3:28][CH2:29][OH:30].[Na+:22].[OH-:21]>>[O:3]=[C:4]([CH:5]([CH2:6][CH:7]=[CH2:8])[NH:9][C:10]([c:11]1[cH:12][cH:13][c:14]([O:17][CH3:18])[cH:15][cH:16]1)=[O:19])[OH:20]. Starting materials: CN(C)c1cc(NC(=O)CBr)c(O)c2c1CC1CC3C(N(C)C)C(O)=C(C(N)=O)C(=O)C3(O)C(O)=C1C2=O, ONCc1ccccc1, CN1CCCN(C)C1=O, CC#N, Cl, [Na+], [Na+], O=C([O-])[O-]. The product is CN(C)c1cc(NC(=O)CN(O)Cc2ccccc2)c(O)c2c1CC1CC3C(N(C)C)C(O)=C(C(N)=O)C(=O)C3(O)C(O)=C1C2=O. As a reaction SMILES: [Br:17][CH2:18][C:19](=[O:20])[NH:21][c:22]1[cH:23][c:24]([N:52]([CH3:53])[CH3:54])[c:25]2[c:38]([c:39]1[OH:40])[C:37](=[O:41])[C:36]1=[C:35]([OH:42])[C:34]3([OH:43])[CH:29]([CH2:28][CH:27]1[CH2:26]2)[CH:30]([N:49]([CH3:50])[CH3:51])[C:31]([OH:48])=[C:32]([C:45](=[O:46])[NH2:47])[C:33]3=[O:44].[CH2:2]([c:3]1[cH:4][cH:5][cH:6][cH:7][cH:8]1)[NH:9][OH:10].[CH3:55][N:56]1[CH2:57][CH2:58][CH2:59][N:60]([CH3:61])[C:62]1=[O:63].[CH3:64][C:65]#[N:66].[ClH:1].[Na+:11].[Na+:12].[O-:13][C:14](=[O:15])[O-:16]>>[CH2:2]([c:3]1[cH:4][cH:5][cH:6][cH:7][cH:8]1)[N:9]([OH:10])[CH2:18][C:19](=[O:20])[NH:21][c:22]1[cH:23][c:24]([N:52]([CH3:53])[CH3:54])[c:25]2[c:38]([c:39]1[OH:40])[C:37](=[O:41])[C:36]1=[C:35]([OH:42])[C:34]3([OH:43])[CH:29]([CH2:28][CH:27]1[CH2:26]2)[CH:30]([N:49]([CH3:50])[CH3:51])[C:31]([OH:48])=[C:32]([C:45](=[O:46])[NH2:47])[C:33]3=[O:44]. The product is C[Si](C)(C)CCOCn1c(C(F)(F)F)nc(-c2ccc(S(N)(=O)=O)cc2)c1-c1ccc(F)cc1. RXN SMILES: [Br-:35].[CH2:36]([Mg+:37])[CH2:38][CH2:39][CH3:40].[CH2:41]([B:42]([CH2:43][CH3:44])[CH2:45][CH3:46])[CH3:47].[CH2:59]1[O:60][CH2:61][CH2:62][CH2:63]1.[CH3:55][C:56](=[O:57])[O-:58].[F:1][c:2]1[cH:3][cH:4][c:5](-[c:8]2[c:9](-[c:25]3[cH:26][cH:27][c:28]([S:31](=[O:32])(=[O:33])[CH3:34])[cH:29][cH:30]3)[n:10][c:11]([C:21]([F:22])([F:23])[F:24])[n:12]2[CH2:13][O:14][CH2:15][CH2:16][Si:17]([CH3:18])([CH3:19])[CH3:20])[cH:6][cH:7]1.[NH2:48][O:49][S:50]([OH:51])(=[O:52])=[O:53].[Na+:54].[OH2:64]>>[F:1][c:2]1[cH:3][cH:4][c:5](-[c:8]2[c:9](-[c:25]3[cH:26][cH:27][c:28]([S:31](=[O:32])(=[O:33])[NH2:48])[cH:29][cH:30]3)[n:10][c:11]([C:21]([F:22])([F:23])[F:24])[n:12]2[CH2:13][O:14][CH2:15][CH2:16][Si:17]([CH3:18])([CH3:19])[CH3:20])[cH:6][cH:7]1. The reactants are [Br-], CCCC[Mg+], CCB(CC)CC, C1CCOC1, CC(=O)[O-], C[Si](C)(C)CCOCn1c(C(F)(F)F)nc(-c2ccc(S(C)(=O)=O)cc2)c1-c1ccc(F)cc1, NOS(=O)(=O)O, [Na+], O. Starting materials: C(C)OC1=C(C(=O)O)C=C(C=C1)S(=O)(=O)N1CCN(CC1)C (2-ethoxy-5-(4-methyl-1-piperazinylsulfonyl)benzoic acid), C(C)O (ethanol), Cl (hydrochloric acid). Yields the product C(C)OC1=C(C(=O)OCC)C=C(C=C1)S(=O)(=O)N1CCN(CC1)C (Ethyl 2-ethoxy-5-(4-methyl-1-piperazinylsulfonyl)benzoate). The yield is 45.5%. Reaction SMILES: [CH2:1]([O:3][C:4]1[CH:12]=[CH:11][C:10]([S:13]([N:16]2[CH2:21][CH2:20][N:19]([CH3:22])[CH2:18][CH2:17]2)(=[O:15])=[O:14])=[CH:9][C:5]=1[C:6]([OH:8])=[O:7])[CH3:2].Cl.[CH2:24](O)[CH3:25]>>[CH2:1]([O:3][C:4]1[CH:12]=[CH:11][C:10]([S:13]([N:16]2[CH2:17][CH2:18][N:19]([CH3:22])[CH2:20][CH2:21]2)(=[O:15])=[O:14])=[CH:9][C:5]=1[C:6]([O:8][CH2:24][CH3:25])=[O:7])[CH3:2]. Procedure details: To a suspension of 2-ethoxy-5-(4-methyl-1-piperazinylsulfonyl)benzoic acid (16.4 g, 0.05 mol, see EP 812 845) in ethanol (160 mL) was added concentrated hydrochloric acid (12.5 mL, 0.15 mol), which gave a solution on stirring. The solution was heated to reflux for 25 hours and then allowed to cool. It was concentrated under vacuum to give an orange oil which gave crystals on cooling. These were collected by filtration to give 13.7 g of crude product, which was purified by recrystallisation in ac...